This data is from the Open Reaction Database (ORD), a public repository of structured organic reaction records. The task is: describe an organic reaction: reactants, conditions, products, and yield The reactants are ClC1=C(C(=O)NCC)C(=CC=C1Cl)[Si](C)(C)C (2,3-Dichloro-N-ethyl-6-(trimethylsilyl)benzamide), acid chloride, acid chloride, C(C=C)ON (O-allylhydroxylamine). Procedure details: The acid prepared in Example 203 was converted to the acid chloride by the procedure of example b. The acid chloride was reacted with aq O-allylhydroxylamine using General Method E1 to afford the title compound. Purification by recrystallization from ether/hexanes gave 0.68 g of the title compound as a white solid in 86% yield. m.p. 92°-94° C. Reaction SMILES: [Cl:1][C:2]1[C:12]([Cl:13])=[CH:11][CH:10]=[C:9]([Si:14]([CH3:17])([CH3:16])[CH3:15])[C:3]=1[C:4]([NH:6]CC)=[O:5].[CH2:18]([O:21]N)[CH:19]=[CH2:20]>>[Cl:1][C:2]1[C:12]([Cl:13])=[CH:11][CH:10]=[C:9]([Si:14]([CH3:15])([CH3:16])[CH3:17])[C:3]=1[C:4]([NH:6][O:21][CH2:18][CH:19]=[CH2:20])=[O:5]. Product: ClC1=C(C(=O)NOCC=C)C(=CC=C1Cl)[Si](C)(C)C (2,3-Dichloro-N-(2-propenyloxy)-6-(trimethylsilyl)benzamide). The yield is 86.0%.